Dataset: the Open Reaction Database (ORD), a public repository of structured organic reaction records. Task: describe an organic reaction: reactants, conditions, products, and yield As a reaction SMILES: [CH2:29]([Cl:30])[Cl:31].[Cl:19][c:20]1[cH:21][cH:22][c:23]([N:26]=[C:27]=[O:28])[cH:24][cH:25]1.[NH2:10][C:11](=[N:12][C:13](=[O:14])[O:15][CH3:16])[S:17][CH3:18].[NH2:1][C:2]([O:3][CH3:4])=[N:5][C:6]([O:7][CH3:8])=[O:9]>>[NH:1]([C:2]([O:3][CH3:4])=[N:5][C:6]([O:7][CH3:8])=[O:9])[C:27]([NH:26][c:23]1[cH:22][cH:21][c:20]([Cl:19])[cH:25][cH:24]1)=[O:28]. Yields the product COC(=O)N=C(NC(=O)Nc1ccc(Cl)cc1)OC. Reactants: ClCCl, O=C=Nc1ccc(Cl)cc1, COC(=O)N=C(N)SC, COC(=O)N=C(N)OC. Starting materials: C(C)C1=CC=C(CSC=2C=C(C(N(C2)COC)=O)OCOC)C=C1 (5-[(4-ethylbenzyl)sulfanyl]-3-(methoxymethoxy)-1-(methoxymethyl)pyridin-2(1H)-one), C(C)C1=CC=C(CSC=2C=C(C(N(C2)COC)=O)OCOC)C=C1 (5-[(4-ethylbenzyl)sulfanyl]-3-(methoxymethoxy)-1-(methoxymethyl)pyridin-2(1H)-one), ClCC=1C=NC(=CC1)C(F)(F)F (3-(chloromethyl)-6-trifluoromethylpyridine). Product: COCOC=1C(N(C=C(C1)SCC=1C=NC(=CC1)C(F)(F)F)COC)=O (3-(Methoxymethoxy)-1-(methoxymethyl)-5-({[6-(trifluoromethyl)pyridin-3-yl]methyl}sulfanyl)pyridin-2(1H)-one). As a reaction SMILES: C(C1C=CC(C[S:8][C:9]2[CH:10]=[C:11]([O:19][CH2:20][O:21][CH3:22])[C:12](=[O:18])[N:13]([CH2:15][O:16][CH3:17])[CH:14]=2)=CC=1)C.Cl[CH2:26][C:27]1[CH:28]=[N:29][C:30]([C:33]([F:36])([F:35])[F:34])=[CH:31][CH:32]=1>>[CH3:22][O:21][CH2:20][O:19][C:11]1[C:12](=[O:18])[N:13]([CH2:15][O:16][CH3:17])[CH:14]=[C:9]([S:8][CH2:26][C:27]2[CH:28]=[N:29][C:30]([C:33]([F:36])([F:35])[F:34])=[CH:31][CH:32]=2)[CH:10]=1. Reported procedure: Prepared as described for 5-[(4-ethylbenzyl)sulfanyl]-3-(methoxymethoxy)-1-(methoxymethyl)pyridin-2(1H)-one (Intermediate 17) but using 3-(chloromethyl)-6-trifluoromethylpyridine instead of 1-(chloromethyl)-4-ethylbenzene.